This data is from the Open Reaction Database (ORD), a public repository of structured organic reaction records. The task is: describe an organic reaction: reactants, conditions, products, and yield The reactants are CN(C(OC(C)(C)C)=O)C(C)(CCC#C)C (tert-butyl methyl-(2-methylhex-5-yn-2-yl)carbamate), N1CCCCC1 (piperidine), IC=1SC=CC1 (2-iodothiophene). Reagents/catalysts: [Cu]I (CuI), Cl[Pd]([P](C1=CC=CC=C1)(C2=CC=CC=C2)C3=CC=CC=C3)([P](C4=CC=CC=C4)(C5=CC=CC=C5)C6=CC=CC=C6)Cl (PdCl2(PPh3)2). Run in C1(=CC=CC=C1)C (toluene), C(C)(=O)OCC (ethyl acetate). Reaction conditions: time 3 hour. Product: CN(C(OC(C)(C)C)=O)C(C)(CCC#CC=1SC=CC1)C (tert-butyl methyl-(2-methyl-6-(thiophen-2-yl)hex-5-yn-2-yl)carbamate). As a reaction SMILES: [CH3:1][N:2]([C:10]([CH3:16])([CH2:12][CH2:13][C:14]#[CH:15])[CH3:11])[C:3](=[O:9])[O:4][C:5]([CH3:8])([CH3:7])[CH3:6].N1CCCCC1.I[C:24]1[S:25][CH:26]=[CH:27][CH:28]=1>C1(C)C=CC=CC=1.C(OCC)(=O)C.[Cu]I.Cl[Pd](Cl)([P](C1C=CC=CC=1)(C1C=CC=CC=1)C1C=CC=CC=1)[P](C1C=CC=CC=1)(C1C=CC=CC=1)C1C=CC=CC=1>[CH3:1][N:2]([C:10]([CH3:16])([CH2:12][CH2:13][C:14]#[C:15][C:24]1[S:25][CH:26]=[CH:27][CH:28]=1)[CH3:11])[C:3](=[O:9])[O:4][C:5]([CH3:7])([CH3:8])[CH3:6] |^1:46,65|. Procedure: A mixture of 130 mg of 12f, 100 μl of piperidine, 75 μl of 2-iodothiophene, 10 mg of CuI and 14 mg of PdCl2(PPh3)2 in 2 ml of degassed toluene was stirred under N2 for 3 hr. The reaction mixture was diluted with 20 ml of ethyl acetate and washed with water, dried and concentrated. The crude material was purified by chromatography over a silica column, using a gradient of pentane/diethyl ether as eluent. This provided 130 mg of 12g as colorless oil; Rf 0.60 (heptane/ether 3/1). Yield: 87.3%. Run in CO (methanol). Starting materials: C(C1=CC=CC=C1)OC(=O)N[C@H]1C(N[C@@H]1CC=O)=O ((3R,4R)-3-benzyloxycarbonylamino-4-(2-oxoethyl)azetidin-2-one), [BH4-].[Na+] (sodium borohydride), C(C)(=O)O (Acetic acid). Reaction conditions: temperature 0 celsius, time 15 minute. Yields the product C(C1=CC=CC=C1)OC(=O)N[C@H]1C(N[C@@H]1CCO)=O ((3R,4R)-3-benzyloxycarbonylamino-4-(2-hydroxyethyl)azetidin-2-one). Procedure: To a solution of (3R,4R)-3-benzyloxycarbonylamino-4-(2-oxoethyl)azetidin-2-one (850 mg) in methanol (17 ml) was added sodium borohydride (123 mg) at 0° C. and the mixture was stirred for 15 minutes at 0° C. Acetic acid (0.37 ml) was added to the mixture at 0° C. After stirring for 15 minutes at 0° C., the mixture was evaporated in vacuo. The residue was chromatographed on silica gel (17 g) eluting with a mixture of methylene chloride and methanol (20:1-10:1) to give a crystalline solid. This cru... Reaction SMILES: [CH2:1]([O:8][C:9]([NH:11][C@@H:12]1[C@@H:15]([CH2:16][CH:17]=[O:18])[NH:14][C:13]1=[O:19])=[O:10])[C:2]1[CH:7]=[CH:6][CH:5]=[CH:4][CH:3]=1.[BH4-].[Na+].C(O)(=O)C>CO>[CH2:1]([O:8][C:9]([NH:11][C@@H:12]1[C@@H:15]([CH2:16][CH2:17][OH:18])[NH:14][C:13]1=[O:19])=[O:10])[C:2]1[CH:3]=[CH:4][CH:5]=[CH:6][CH:7]=1 |f:1.2|. Reactants: BrC1=C(C2=CN(N=C2C=C1)C)C1C(C1)CNC(C)=O (N-{[2-(5-bromo-2-methyl-2H-indazol-4-yl)cyclopropyl]methyl}acetamide), N1=CC(=CC=C1)B(O)O (pyridin-3-ylboronic acid), C([O-])([O-])=O.[Na+].[Na+] (sodium carbonate), C(C)O (ethanol). The reagents and catalysts are C=1C=CC(=CC1)[P](C=2C=CC=CC2)(C=3C=CC=CC3)[Pd]([P](C=4C=CC=CC4)(C=5C=CC=CC5)C=6C=CC=CC6)([P](C=7C=CC=CC7)(C=8C=CC=CC8)C=9C=CC=CC9)[P](C=1C=CC=CC1)(C=1C=CC=CC1)C=1C=CC=CC1 (tetrakis(triphenylphosphine)palladium(0)). Solvent: C1(=CC=CC=C1)C (toluene), C(C)(=O)OCC (ethyl acetate). Conditions: temperature 80 celsius. Product: CN1N=C2C=CC(=C(C2=C1)C1C(C1)CNC(C)=O)C=1C=NC=CC1 (N-{[2-(2-methyl-5-pyridin-3-yl-2H-indazol-4-yl)cyclopropyl]methyl}acetamide). Isolated yield 94.0%. RXN SMILES: Br[C:2]1[CH:10]=[CH:9][C:8]2[C:4](=[CH:5][N:6]([CH3:11])[N:7]=2)[C:3]=1[CH:12]1[CH2:14][CH:13]1[CH2:15][NH:16][C:17](=[O:19])[CH3:18].[N:20]1[CH:25]=[CH:24][CH:23]=[C:22](B(O)O)[CH:21]=1.C(=O)([O-])[O-].[Na+].[Na+].C(O)C>C(OCC)(=O)C.C1C=CC([P]([Pd]([P](C2C=CC=CC=2)(C2C=CC=CC=2)C2C=CC=CC=2)([P](C2C=CC=CC=2)(C2C=CC=CC=2)C2C=CC=CC=2)[P](C2C=CC=CC=2)(C2C=CC=CC=2)C2C=CC=CC=2)(C2C=CC=CC=2)C2C=CC=CC=2)=CC=1.C1(C)C=CC=CC=1>[CH3:11][N:6]1[CH:5]=[C:4]2[C:8]([CH:9]=[CH:10][C:2]([C:22]3[CH:21]=[N:20][CH:25]=[CH:24][CH:23]=3)=[C:3]2[CH:12]2[CH2:14][CH:13]2[CH2:15][NH:16][C:17](=[O:19])[CH3:18])=[N:7]1 |f:2.3.4,^1:47,49,68,87|. Reported procedure: N-{[2-(5-Bromo-2-methyl-2H-indazol-4-yl)cyclopropyl]methyl}acetamide (200 mg, 0.621 mmol) obtained in Example 29, pyridin-3-ylboronic acid (191 mg, 1.552 mmol), 2 M aqueous sodium carbonate solution (6 mL) and tetrakis(triphenylphosphine)palladium(0) (71.8 mg, 0.062 mmol) were added to a mixed solution of ethanol (3 mL) and toluene (3 mL), and the mixture was stirred under nitrogen atmosphere with heating at 80° C. for 16 hr. The reaction solution was diluted with ethyl acetate, washed with wate... Reactants: ClC=1C(=C(N)C=CC1)F (3-chloro-2-fluoroaniline), CC1(CC(C2=CC=C(C=C12)C#N)=O)C (3,3-dimethyl-1-oxo-indan-5-carbonitrile), Cl.FC1=C(C=C(C=C1)C1=CC(=CC=C1)NN)C ((4′-Fluoro-3′-methyl-biphenyl-3-yl)-hydrazine hydrochloride), crude product, CC=1C=C(C=CC1F)B(O)O (3-methyl-4-fluorophenylboronic acid). The product is FC1=C(C=CC=2C3=C(NC12)C1=CC=C(C=C1C3(C)C)C(=O)N)C3=CC(=C(C=C3)F)C (6-fluoro-7-(4-fluoro-3-methyl-phenyl)-10,10-dimethyl-5,10-dihydro-indeno[1,2-b]indole-2-carboxylic acid amide). RXN SMILES: [CH3:1][C:2]1([CH3:14])[C:10]2[C:5](=[CH:6][CH:7]=[C:8]([C:11]#[N:12])[CH:9]=2)[C:4](=O)[CH2:3]1.Cl.[F:16][C:17]1[CH:22]=[CH:21][C:20](C2C=CC=C(NN)C=2)=[CH:19][C:18]=1[CH3:31].CC1C=C(B(O)[OH:41])C=CC=1F.Cl[C:44]1[C:45]([F:51])=[C:46]([CH:48]=[CH:49][CH:50]=1)[NH2:47]>>[F:51][C:45]1[C:46]2[NH:47][C:4]3[C:5]4[C:10]([C:2]([CH3:14])([CH3:1])[C:3]=3[C:48]=2[CH:49]=[CH:50][C:44]=1[C:20]1[CH:21]=[CH:22][C:17]([F:16])=[C:18]([CH3:31])[CH:19]=1)=[CH:9][C:8]([C:11]([NH2:12])=[O:41])=[CH:7][CH:6]=4 |f:1.2|. Procedure: Steps 6 and 7: A sample of 3,3-dimethyl-1-oxo-indan-5-carbonitrile and (4′-Fluoro-3′-methyl-biphenyl-3-yl)-hydrazine hydrochloride (prepared as in example 70, steps 1 and 2 except using 3-methyl-4-fluorophenylboronic acid and 3-chloro-2-fluoroaniline as the coupling partners) are reacted together as in example 1, step 3. The crude product is then subjected to hydrolysis as in example 19, step 3 to afford 6-fluoro-7-(4-fluoro-3-methyl-phenyl)-10,10-dimethyl-5,10-dihydro-indeno[1,2-b]indole-2-carb... Starting materials: C(C#C)O (Prop-2-yn-1-ol), [N+](=[N-])=CC(=O)OCC (Ethyl diazoacetate). Run in ClC(Cl)Cl (trichloromethane). Yields the product C(C)OC(=O)C=1NN=C(C1)CO (5-Hydroxymethyl-2H-pyrazole-3-carboxylic acid ethyl ester). As a reaction SMILES: [CH2:1]([OH:4])[C:2]#[CH:3].[N+:5](=[CH:7][C:8]([O:10][CH2:11][CH3:12])=[O:9])=[N-:6]>ClC(Cl)Cl>[CH2:11]([O:10][C:8]([C:7]1[NH:5][N:6]=[C:2]([CH2:1][OH:4])[CH:3]=1)=[O:9])[CH3:12]. Procedure: A solution of 2 g Prop-2-yn-1-ol and 3 g Ethyl diazoacetate in 16 ml trichloromethane was stirred at 70° C. for 24 h. Then the solvent was removed under reduced pressure and the residue was purified on silica gel eluting with a gradient n-heptane/ethyl acetate 1:1->1:2. The fractions containing the product were collected and evaporated under reduced pressure. Yield: 1.9 g. Procedure details: The title compound was prepared in a manner similar to that described in Method G, using Intermediate 1 (see Example 1.1) and 2-amino-2-(tetrahydro-2H-pyran-4-yl)ethanol. LCMS m/z=404.4 [M+H]+; 1H NMR (400 MHz, CDCl3) δ ppm 0.46-0.50 (m, 1H), 1.15 (td, J=7.8 and 4.8 Hz, 1H), 1.40-1.53 (m, 2H), 1.70 (d, J=12.6 Hz, 2H), 1.93-2.03 (m, 1H), 2.08-2.15 (m, 1H), 2.24-2.32 (m, 1H), 2.94 (d, J=16.8 Hz, 1H), 3.06 (dd, J=16.8 and 6.2 Hz, 1H), 3.33-3.43 (m, 2H), 3.77-3.85 (m, 3H), 3.95-4.02 (m, 2H), 6.99-7.... Yields the product OCC(C1CCOCC1)NC(=O)C=1C=2C[C@@H]3[C@H](C2N(N1)C1=C(C=C(C=C1)F)F)C3 ((1aR,5aR)-2-(2,4-Difluoro-phenyl)-1a,2,5,5a-tetrahydro-1H-2,3-diaza-cyclopropa[a]pentalene-4-carboxylic Acid [2-Hydroxy-1-(tetrahydro-pyran-4-yl)-ethyl]-amide). Starting materials: FC1=C(C=CC(=C1)F)N1N=C(C=2C[C@@H]3[C@H](C12)C3)C(=O)O ((1aR,5aR)-2-(2,4-Difluoro-phenyl)-1a,2,5,5a-tetrahydro-1H-2,3-diaza-cyclopropa[a]pentalene-4-carboxylic Acid), NC(CO)C1CCOCC1 (2-amino-2-(tetrahydro-2H-pyran-4-yl)ethanol). RXN SMILES: [F:1][C:2]1[CH:7]=[C:6]([F:8])[CH:5]=[CH:4][C:3]=1[N:9]1[C:16]2[C@@H:15]3[CH2:17][C@@H:14]3[CH2:13][C:12]=2[C:11]([C:18]([OH:20])=O)=[N:10]1.[NH2:21][CH:22]([CH:25]1[CH2:30][CH2:29][O:28][CH2:27][CH2:26]1)[CH2:23][OH:24]>>[OH:24][CH2:23][CH:22]([NH:21][C:18]([C:11]1[C:12]2[CH2:13][C@H:14]3[CH2:17][C@H:15]3[C:16]=2[N:9]([C:3]2[CH:4]=[CH:5][C:6]([F:8])=[CH:7][C:2]=2[F:1])[N:10]=1)=[O:20])[CH:25]1[CH2:30][CH2:29][O:28][CH2:27][CH2:26]1. Reactants: ClC=1N=NC(=CC1C1=CC=CC=C1)C (3-chloro-6-methyl-4-phenylpyridazine), N1=C(N=CC=C1)N1CCNCC1 (1-(2-pyrimidyl)piperazine), of6-methyl-4-phenyl-3-(4-pyrimidin-2-ylpiperazin-1-yl)pyridazine. Solvent: 1-BuOH. Run at time 7 day. Yields the product CC1=CC(=C(N=N1)N1CCN(CC1)C1=NC=CC=N1)C1=CC=CC=C1 (6-methyl-4-phenyl-3-(4-pyrimidin-2-ylpiperazin-1-yl)pyridazine). Isolated yield 40.0%. As a reaction SMILES: Cl[C:2]1[N:3]=[N:4][C:5]([CH3:14])=[CH:6][C:7]=1[C:8]1[CH:13]=[CH:12][CH:11]=[CH:10][CH:9]=1.[N:15]1[CH:20]=[CH:19][CH:18]=[N:17][C:16]=1[N:21]1[CH2:26][CH2:25][NH:24][CH2:23][CH2:22]1>>[CH3:14][C:5]1[N:4]=[N:3][C:2]([N:24]2[CH2:25][CH2:26][N:21]([C:16]3[N:15]=[CH:20][CH:19]=[CH:18][N:17]=3)[CH2:22][CH2:23]2)=[C:7]([C:8]2[CH:13]=[CH:12][CH:11]=[CH:10][CH:9]=2)[CH:6]=1. Reported procedure: A synthetic reaction scheme for the preparation of6-methyl-4-phenyl-3-(4-pyrimidin-2-ylpiperazin-1-yl)pyridazine (MW01-7-057) is depicted in FIG. 26, and synthesis was carried out as described herein. A mixture of 3-chloro-6-methyl-4-phenylpyridazine (100 mg, 0.5 mmol), 1-(2-pyrimidyl)piperazine (400 mg, 2.0 mmol) in 3 ml of 1-BuOH was heated with stirring at 130 C for 7 days. The solvent was removed by evaporation in vacuo, the residue was treated with water to give a suspension. The solid was ...